This data is from the Open Reaction Database (ORD), a public repository of structured organic reaction records. The task is: describe an organic reaction: reactants, conditions, products, and yield RXN SMILES: [CH2:1]([O:8][C:9]1[CH:14]=[C:13]([Br:15])[CH:12]=[CH:11][C:10]=1[CH:16]=[CH:17][CH2:18][C:19]1[CH:27]=[CH:26][C:22]([C:23]([OH:25])=[O:24])=[CH:21][CH:20]=1)[C:2]1[CH:7]=[CH:6][CH:5]=[CH:4][CH:3]=1.C(OC1C=C(Br)C=CC=1CC=CC1C=CC(C(O)=O)=CC=1)C1C=CC=CC=1.C(OC1C=C(Br)C=CC=1C=O)C1C=CC=CC=1.[Br-].C(C1C=CC(CC[P+](C2C=CC=CC=2)(C2C=CC=CC=2)C2C=CC=CC=2)=CC=1)(O)=O>>[CH2:1]([O:8][C:9]1[CH:14]=[C:13]([Br:15])[CH:12]=[CH:11][C:10]=1[CH2:16][CH2:17][CH2:18][C:19]1[CH:20]=[CH:21][C:22]([C:23]([OH:25])=[O:24])=[CH:26][CH:27]=1)[C:2]1[CH:3]=[CH:4][CH:5]=[CH:6][CH:7]=1 |f:3.4|. Reported procedure: 4-[3-(2-Benzyloxy-4-bromophenyl)propyl]benzoic acid (mpt 141°-142° C.) was prepared from a mixture of 4-[3-(2-benzyloxy-4-bromophenyl)prop-2-enyl]benzoic acid and 4-[3-(2-benzyloxy-4-bromophenyl)prop-1-enyl]benzoic acid by a similar method to that of Example 7, (E). The mixture of alkenes was prepared from 2-benzyloxy-4-bromobenzaldehyde and 4-carboxyphenethyltriphenylphosphonium bromide by a similar method to that of Example 1, (G). The product is C(C1=CC=CC=C1)OC1=C(C=CC(=C1)Br)CCCC1=CC=C(C(=O)O)C=C1 (4-[3-(2-Benzyloxy-4-bromophenyl)propyl]benzoic acid). The reactants are C(C1=CC=CC=C1)OC1=C(C=O)C=CC(=C1)Br (2-benzyloxy-4-bromobenzaldehyde), [Br-].C(=O)(O)C1=CC=C(CC[P+](C2=CC=CC=C2)(C2=CC=CC=C2)C2=CC=CC=C2)C=C1 (4-carboxyphenethyltriphenylphosphonium bromide), ( G ), alkenes, C(C1=CC=CC=C1)OC1=C(C=CC(=C1)Br)C=CCC1=CC=C(C(=O)O)C=C1 (4-[3-(2-benzyloxy-4-bromophenyl)prop-2-enyl]benzoic acid), C(C1=CC=CC=C1)OC1=C(C=CC(=C1)Br)CC=CC1=CC=C(C(=O)O)C=C1 (4-[3-(2-benzyloxy-4-bromophenyl)prop-1-enyl]benzoic acid), ( E ). The reactants are C1CCOC1, CI, C[Si](C)(C)[N-][Si](C)(C)C, CC(Oc1ccc(F)cn1)C(=O)OCc1ccccc1, [K+]. The product is CC(C)(Oc1ccc(F)cn1)C(=O)OCc1ccccc1. As a reaction SMILES: [CH2:33]1[O:34][CH2:35][CH2:36][CH2:37]1.[CH3:21][I:22].[CH3:23][Si:24]([CH3:25])([CH3:26])[N-:27][Si:28]([CH3:29])([CH3:30])[CH3:31].[F:1][c:2]1[cH:3][cH:4][c:5]([O:8][CH:9]([C:10](=[O:11])[O:12][CH2:13][c:14]2[cH:15][cH:16][cH:17][cH:18][cH:19]2)[CH3:20])[n:6][cH:7]1.[K+:32]>>[F:1][c:2]1[cH:3][cH:4][c:5]([O:8][C:9]([C:10](=[O:11])[O:12][CH2:13][c:14]2[cH:15][cH:16][cH:17][cH:18][cH:19]2)([CH3:20])[CH3:23])[n:6][cH:7]1. Product: C(C)OC(=O)C1=NC=CN=C1C(CC)S(=O)(=O)CC1=C(C=CC=C1C(F)(F)F)Cl (3-[1-(2-chloro-6-trifluoromethyl-phenylmethanesulfonyl)-propyl]-pyrazine-2-carboxylic acid ethyl ester). The solvent is CN(C=O)C (N,N-dimethylformamide). Reaction conditions: time 20 minute. Reaction SMILES: [CH3:1][CH2:2]C([O-])(C)C.[K+].[CH2:8]([O:10][C:11]([C:13]1[C:18]([CH2:19][S:20]([CH2:23][C:24]2[C:29]([C:30]([F:33])([F:32])[F:31])=[CH:28][CH:27]=[CH:26][C:25]=2[Cl:34])(=[O:22])=[O:21])=[N:17][CH:16]=[CH:15][N:14]=1)=[O:12])[CH3:9].ICC>CN(C)C=O>[CH2:8]([O:10][C:11]([C:13]1[C:18]([CH:19]([S:20]([CH2:23][C:24]2[C:29]([C:30]([F:32])([F:31])[F:33])=[CH:28][CH:27]=[CH:26][C:25]=2[Cl:34])(=[O:21])=[O:22])[CH2:1][CH3:2])=[N:17][CH:16]=[CH:15][N:14]=1)=[O:12])[CH3:9] |f:0.1|. The reactants are CCC(C)(C)[O-].[K+] (Potassium tert-pentoxide), C(C)OC(=O)C1=NC=CN=C1CS(=O)(=O)CC1=C(C=CC=C1C(F)(F)F)Cl (3-(2-chloro-6-trifluoromethyl-phenylmethanesulfonylmethyl)-pyrazine-2-carboxylic acid ethyl ester), ICC (Iodoethane). Procedure: Potassium tert-pentoxide (0.155 ml, ˜1.7M solution in toluene, Aldrich 60435) was added drop wise to a cooled (0 to 5° C.) solution of 3-(2-chloro-6-trifluoromethyl-phenylmethanesulfonylmethyl)-pyrazine-2-carboxylic acid ethyl ester (Compound B13 of Table B) (0.1 g) in N,N-dimethylformamide (1 ml) under nitrogen atmosphere and stirred cold for 20 minutes. Iodoethane (0.021 ml) was added to the cool dark red solution and stirred at this temperature for a further hour. The reaction mixture was par...